Dataset: the Open Reaction Database (ORD), a public repository of structured organic reaction records. Task: describe an organic reaction: reactants, conditions, products, and yield Starting materials: CC(c1ccc(Br)cc1)N1CCC(CCCO)(c2ccc(F)cc2)OC1=O, OB(O)c1cncc(Cl)c1. The product is CC(c1ccc(-c2cncc(Cl)c2)cc1)N1CCC(CCCO)(c2ccc(F)cc2)OC1=O. As a reaction SMILES: [Br:1][c:2]1[cH:3][cH:4][c:5]([CH:8]([CH3:9])[N:10]2[C:11](=[O:27])[O:12][C:13]([CH2:16][CH2:17][CH2:18][OH:19])([c:20]3[cH:21][cH:22][c:23]([F:26])[cH:24][cH:25]3)[CH2:14][CH2:15]2)[cH:6][cH:7]1.[Cl:28][c:29]1[cH:30][c:31]([B:35]([OH:36])[OH:37])[cH:32][n:33][cH:34]1>>[c:2]1(-[c:31]2[cH:30][c:29]([Cl:28])[cH:34][n:33][cH:32]2)[cH:3][cH:4][c:5]([CH:8]([CH3:9])[N:10]2[C:11](=[O:27])[O:12][C:13]([CH2:16][CH2:17][CH2:18][OH:19])([c:20]3[cH:21][cH:22][c:23]([F:26])[cH:24][cH:25]3)[CH2:14][CH2:15]2)[cH:6][cH:7]1. Starting materials: N1CCOCC1 (Morpholine), BrCC(=O)OCC (ethyl bromoacetate). Solvent: C1=CC=CC=C1 (benzene), C(C)OCC (ethyl ether). Reaction conditions: time 2 hour. Yields the product N1(CCOCC1)CC(=O)OCC (ethyl 4-morpholineacetate). The yield is 71.2%. Reaction SMILES: [NH:1]1[CH2:6][CH2:5][O:4][CH2:3][CH2:2]1.Br[CH2:8][C:9]([O:11][CH2:12][CH3:13])=[O:10]>C1C=CC=CC=1.C(OCC)C>[N:1]1([CH2:8][C:9]([O:11][CH2:12][CH3:13])=[O:10])[CH2:6][CH2:5][O:4][CH2:3][CH2:2]1. Procedure: Morpholine(1.65 ml, 18.9 mmol) was added dropwise to a soultion of ethyl bromoacetate(1 ml, 9.0 mmol) in benzene (9 ml). The reaction mixture was stirred for 2 hours at a room temperature, diluted with ethyl ether, and washed with saturated NaCl solution. The separated organic layer was dried over anhydrous sodium sulfate and concentrated under a reduced pressure to give 1.11 g of the titled compound as an oil. (Yield 71.2%) The reactants are O=C([O-])[O-], C1COCCO1, Cc1ccc(C(=O)O)cc1B1OC(C)(C)C(C)(C)O1, CCN(CC)CCCNc1nc(Cl)c2c(n1)N(c1c(F)cccc1F)C(=O)NC2, [K+], [K+], O, [Pd], c1ccc(P(c2ccccc2)c2ccccc2)cc1, c1ccc(P(c2ccccc2)c2ccccc2)cc1, c1ccc(P(c2ccccc2)c2ccccc2)cc1, c1ccc(P(c2ccccc2)c2ccccc2)cc1. The product is CCN(CC)CCCNc1nc(-c2cc(C(=O)O)ccc2C)c2c(n1)N(c1c(F)cccc1F)C(=O)NC2. RXN SMILES: [C:49](=[O:50])([O-:51])[O-:52].[CH2:55]1[O:56][CH2:57][CH2:58][O:59][CH2:60]1.[CH3:30][c:31]1[c:32]([B:40]2[O:41][C:42]([CH3:43])([CH3:44])[C:45]([CH3:46])([CH3:47])[O:48]2)[cH:33][c:34]([C:35](=[O:36])[OH:37])[cH:38][cH:39]1.[Cl:1][c:2]1[c:3]2[c:4]([n:5][c:6]([NH:8][CH2:9][CH2:10][CH2:11][N:12]([CH2:13][CH3:14])[CH2:15][CH3:16])[n:7]1)[N:17]([c:22]1[c:23]([F:29])[cH:24][cH:25][cH:26][c:27]1[F:28])[C:18](=[O:21])[NH:19][CH2:20]2.[K+:53].[K+:54].[OH2:61].[Pd:62].[c:101]1([P:102]([c:103]2[cH:104][cH:105][cH:106][cH:107][cH:108]2)[c:109]2[cH:110][cH:111][cH:112][cH:113][cH:114]2)[cH:115][cH:116][cH:117][cH:118][cH:119]1.[c:120]1([P:121]([c:122]2[cH:123][cH:124][cH:125][cH:126][cH:127]2)[c:128]2[cH:129][cH:130][cH:131][cH:132][cH:133]2)[cH:134][cH:135][cH:136][cH:137][cH:138]1.[c:63]1([P:64]([c:65]2[cH:66][cH:67][cH:68][cH:69][cH:70]2)[c:71]2[cH:72][cH:73][cH:74][cH:75][cH:76]2)[cH:77][cH:78][cH:79][cH:80][cH:81]1.[c:82]1([P:83]([c:84]2[cH:85][cH:86][cH:87][cH:88][cH:89]2)[c:90]2[cH:91][cH:92][cH:93][cH:94][cH:95]2)[cH:96][cH:97][cH:98][cH:99][cH:100]1>>[c:2]1(-[c:32]2[c:31]([CH3:30])[cH:39][cH:38][c:34]([C:35](=[O:36])[OH:37])[cH:33]2)[c:3]2[c:4]([n:5][c:6]([NH:8][CH2:9][CH2:10][CH2:11][N:12]([CH2:13][CH3:14])[CH2:15][CH3:16])[n:7]1)[N:17]([c:22]1[c:23]([F:29])[cH:24][cH:25][cH:26][c:27]1[F:28])[C:18](=[O:21])[NH:19][CH2:20]2. Starting materials: OC12CC3CC(C1)C(NC(c1ccccc1)(c1ccccc1)c1ccccc1)C(C3)C2, C1CCOC1, CO, BrCc1ccc(-c2nc3ccccc3o2)cc1. Product: c1ccc(C(NC2C3CC4CC2CC(OCc2ccc(-c5nc6ccccc6o5)cc2)(C4)C3)(c2ccccc2)c2ccccc2)cc1. As a reaction SMILES: [C:1]([c:2]1[cH:3][cH:4][cH:5][cH:6][cH:7]1)([c:8]1[cH:9][cH:10][cH:11][cH:12][cH:13]1)([c:14]1[cH:15][cH:16][cH:17][cH:18][cH:19]1)[NH:20][CH:21]1[CH:22]2[CH2:23][CH:24]3[CH2:25][C:26]([OH:31])([CH2:27][CH:28]1[CH2:29]3)[CH2:30]2.[CH2:51]1[O:52][CH2:53][CH2:54][CH2:55]1.[CH3:49][OH:50].[o:32]1[c:33](-[c:41]2[cH:42][cH:43][c:44]([CH2:45][Br:46])[cH:47][cH:48]2)[n:34][c:35]2[c:36]1[cH:37][cH:38][cH:39][cH:40]2>>[C:1]([c:2]1[cH:3][cH:4][cH:5][cH:6][cH:7]1)([c:8]1[cH:9][cH:10][cH:11][cH:12][cH:13]1)([c:14]1[cH:15][cH:16][cH:17][cH:18][cH:19]1)[NH:20][CH:21]1[CH:22]2[CH2:23][CH:24]3[CH2:25][C:26]([O:31][CH2:45][c:44]4[cH:43][cH:42][c:41](-[c:33]5[o:32][c:36]6[c:35]([n:34]5)[cH:40][cH:39][cH:38][cH:37]6)[cH:48][cH:47]4)([CH2:27][CH:28]1[CH2:29]3)[CH2:30]2. The reactants are Cc1ccccc1, CCO, CCOC(C)=O, O=C(NS(=O)(=O)CCCO)c1ccc(B(O)O)cc1NC1CCCCC1, Cl, [Na+], [Na+], O=C([O-])[O-], CC(C)(C)OC(=O)N(CCOc1ccc(I)cc1)CC(O)c1ccccc1. Yields the product CC(C)(C)OC(=O)N(CCOc1ccc(-c2ccc(C(=O)NS(=O)(=O)CCCO)c(NC3CCCCC3)c2)cc1)CC(O)c1ccccc1. RXN SMILES: [CH3:61][c:62]1[cH:63][cH:64][cH:65][cH:66][cH:67]1.[CH3:68][CH2:69][OH:70].[CH3:71][CH2:72][O:73][C:74](=[O:75])[CH3:76].[CH:28]1([NH:34][c:35]2[cH:36][c:37]([B:51]([OH:52])[OH:53])[cH:38][cH:39][c:40]2[C:41](=[O:42])[NH:43][S:44](=[O:45])(=[O:46])[CH2:47][CH2:48][CH2:49][OH:50])[CH2:29][CH2:30][CH2:31][CH2:32][CH2:33]1.[ClH:60].[Na+:54].[Na+:55].[O-:56][C:57](=[O:58])[O-:59].[OH:1][CH:2]([CH2:3][N:4]([C:5]([O:6][C:7]([CH3:8])([CH3:9])[CH3:10])=[O:11])[CH2:12][CH2:13][O:14][c:15]1[cH:16][cH:17][c:18]([I:21])[cH:19][cH:20]1)[c:22]1[cH:23][cH:24][cH:25][cH:26][cH:27]1>>[OH:1][CH:2]([CH2:3][N:4]([C:5]([O:6][C:7]([CH3:8])([CH3:9])[CH3:10])=[O:11])[CH2:12][CH2:13][O:14][c:15]1[cH:16][cH:17][c:18](-[c:37]2[cH:36][c:35]([NH:34][CH:28]3[CH2:29][CH2:30][CH2:31][CH2:32][CH2:33]3)[c:40]([C:41](=[O:42])[NH:43][S:44](=[O:45])(=[O:46])[CH2:47][CH2:48][CH2:49][OH:50])[cH:39][cH:38]2)[cH:19][cH:20]1)[c:22]1[cH:23][cH:24][cH:25][cH:26][cH:27]1. The reactants are CC(C)(C)C(=O)Nc1cccc(CBr)n1, O=C1NC(=O)c2ccccc21, CN(C)C=O, [K]. As a reaction SMILES: [Br:1][CH2:2][c:3]1[cH:4][cH:5][cH:6][c:7]([NH:9][C:10]([C:11]([CH3:12])([CH3:13])[CH3:14])=[O:15])[n:8]1.[C:16]1(=[O:26])[c:17]2[c:18]([cH:22][cH:23][cH:24][cH:25]2)[C:19](=[O:21])[NH:20]1.[CH3:28][N:29]([CH3:30])[CH:31]=[O:32].[K:27]>>[CH2:2]([c:3]1[cH:4][cH:5][cH:6][c:7]([NH:9][C:10]([C:11]([CH3:12])([CH3:13])[CH3:14])=[O:15])[n:8]1)[N:20]1[C:16](=[O:26])[c:17]2[c:18]([cH:22][cH:23][cH:24][cH:25]2)[C:19]1=[O:21]. Yields the product CC(C)(C)C(=O)Nc1cccc(CN2C(=O)c3ccccc3C2=O)n1. Starting materials: CNC, CCO, Nc1ccc(F)c([N+](=O)[O-])c1, O. The product is CN(C)c1ccc(N)cc1[N+](=O)[O-]. Reaction SMILES: [CH3:12][NH:13][CH3:14].[CH3:16][CH2:17][OH:18].[F:1][c:2]1[c:3]([N+:9](=[O:10])[O-:11])[cH:4][c:5]([NH2:6])[cH:7][cH:8]1.[OH2:15]>>[c:2]1([N:13]([CH3:12])[CH3:14])[c:3]([N+:9](=[O:10])[O-:11])[cH:4][c:5]([NH2:6])[cH:7][cH:8]1. The reactants are ClS(=O)(=O)C=1C=C(C(=O)O)C=CC1F (3-Chlorosulfonyl-4-fluoro-benzoic acid), SC=1C=C(C=CC1)CO ((3-Mercapto-phenyl)-methanol). Product: FC1=C(C=C(C=C1)CO)S ((4-Fluoro-3-mercapto-phenyl)-methanol). RXN SMILES: Cl[S:2]([C:5]1[CH:6]=[C:7]([CH:11]=[CH:12][C:13]=1[F:14])[C:8](O)=[O:9])(=O)=O.SC1C=C(CO)C=CC=1>>[F:14][C:13]1[CH:12]=[CH:11][C:7]([CH2:8][OH:9])=[CH:6][C:5]=1[SH:2]. Reported procedure: The required (4-Fluoro-3-mercapto-phenyl)-methanol is prepared in two steps from 3-Chlorosulfonyl-4-fluoro-benzoic acid following the procedure for the preparation of (3-Mercapto-phenyl)-methanol described in Chemistry Express, Vol 7, No. 11, pp. 865-868). The reactants are BrC=1C=CC(N(C1)CC)=O (5-bromo-1-ethylpyridin-2(1 H)-one), ClC1=CC=C(C=N1)B(O)O (6-chloropyridin-3-ylboronic acid), C(=O)([O-])[O-].[Cs+].[Cs+] (Cs2CO3). The reagents and catalysts are C=1C=CC(=CC1)[P](C=2C=CC=CC2)(C=3C=CC=CC3)[Pd]([P](C=4C=CC=CC4)(C=5C=CC=CC5)C=6C=CC=CC6)([P](C=7C=CC=CC7)(C=8C=CC=CC8)C=9C=CC=CC9)[P](C=1C=CC=CC1)(C=1C=CC=CC1)C=1C=CC=CC1 (tetrakis(triphenylphosphine)palladium). Solvent: O1CCOCC1.O (dioxane water). Reaction conditions: temperature 140 celsius. Product: ClC1=CC=C(C=N1)C=1C=CC(N(C1)CC)=O (5-(6-chloropyridin-3-yl)-1-ethylpyridin-2(1 H)-one). Yield: 54.1%. Reaction SMILES: Br[C:2]1[CH:3]=[CH:4][C:5](=[O:10])[N:6]([CH2:8][CH3:9])[CH:7]=1.[Cl:11][C:12]1[N:17]=[CH:16][C:15](B(O)O)=[CH:14][CH:13]=1.C([O-])([O-])=O.[Cs+].[Cs+]>O1CCOCC1.O.C1C=CC([P]([Pd]([P](C2C=CC=CC=2)(C2C=CC=CC=2)C2C=CC=CC=2)([P](C2C=CC=CC=2)(C2C=CC=CC=2)C2C=CC=CC=2)[P](C2C=CC=CC=2)(C2C=CC=CC=2)C2C=CC=CC=2)(C2C=CC=CC=2)C2C=CC=CC=2)=CC=1>[Cl:11][C:12]1[N:17]=[CH:16][C:15]([C:2]2[CH:3]=[CH:4][C:5](=[O:10])[N:6]([CH2:8][CH3:9])[CH:7]=2)=[CH:14][CH:13]=1 |f:2.3.4,5.6,^1:37,39,58,77|. Procedure details: A mixture of 5-bromo-1-ethylpyridin-2(1 H)-one (1.9 g, 9.45 mmol), 6-chloropyridin-3-ylboronic acid (1.8 g, 11.46 mmol), Cs2CO3 (9.9 g, 30.37 mmol) and tetrakis(triphenylphosphine)palladium (0) (543 mg, 0.55 mmol) were suspended in dioxane:water (15:1, 20 ml). After degassing, the mixture was heated in a microwave at 140° C. for 30 min. The reaction was then diluted with EtOAc and washed with water. The organic layer was dried over Na2SO4, filtered, and concentrated to dryness via rotary evapora... Reactants: OC1=C2C(OCC2=C(C(=C1C/C=C(/CCC(=S)OCC)\C)OC)C)=O (ethyl (E)-6-(1,3-dihydro-4-hydroxy-6-methoxy-7-methyl-3-oxo-5-isobenzofuranyl)-4-methyl-4-thiohexenoate), N1=CC=CC=C1 (pyridine), Cl (hydrochloric acid), C(C)(=O)Cl (acetyl chloride). Run in C(C)#N (acetonitrile). Run at time 2 hour. Product: C(C)(=O)OC1=C2C(OCC2=C(C(=C1C/C=C(/CCC(=S)OCC)\C)OC)C)=O (ethyl (E)-6-(1,3-dihydro-4-acetoxy-6-methoxy-7-methyl-3-oxo-5-isobenzofuranyl)-4-methyl-4-thiohexenoate). As a reaction SMILES: [OH:1][C:2]1[C:10]([CH2:11]/[CH:12]=[C:13](\[CH3:21])/[CH2:14][CH2:15][C:16]([O:18][CH2:19][CH3:20])=[S:17])=[C:9]([O:22][CH3:23])[C:8]([CH3:24])=[C:7]2[C:3]=1[C:4](=[O:25])[O:5][CH2:6]2.N1C=CC=CC=1.[C:32](Cl)(=[O:34])[CH3:33].Cl>C(#N)C>[C:32]([O:1][C:2]1[C:10]([CH2:11]/[CH:12]=[C:13](\[CH3:21])/[CH2:14][CH2:15][C:16]([O:18][CH2:19][CH3:20])=[S:17])=[C:9]([O:22][CH3:23])[C:8]([CH3:24])=[C:7]2[C:3]=1[C:4](=[O:25])[O:5][CH2:6]2)(=[O:34])[CH3:33]. Procedure: To a solution of 1.6 g of ethyl (E)-6-(1,3-dihydro-4-hydroxy-6-methoxy-7-methyl-3-oxo-5-isobenzofuranyl)-4-methyl-4-thiohexenoate in 120 ml of acetonitrile at 0° C. was added 0.74 ml of pyridine followed by 1.0 ml of acetyl chloride. After stirring for 2 hours the reaction mixture was poured into dilute hydrochloric acid and extracted with ethyl acetate. The organic solution was dried over anhydrous magnesium sulfate and evaporated to an oil, which was triturated with ether to give ethyl (E)-6-(...